Dataset: the Open Reaction Database (ORD), a public repository of structured organic reaction records. Task: describe an organic reaction: reactants, conditions, products, and yield The reactants are FC1=CC=CC=2C3=C(N(C12)C)CCN(C3=O)CC=3N=CNC3C (6-Fluoro-2,3,4,5-tetrahydro-5-methyl-2-[(5-methyl-1H-imidazol-4-yl)methyl]-1H-pyrido[4,3-b]indol-1-one), CS(=O)(=O)O (methanesulphonic acid). Run in IMS, IMS. Run at temperature 4 celsius, time 15 minute. Yields the product CS(=O)(=O)O.FC1=CC=CC=2C3=C(N(C12)C)CCN(C3=O)CC=3N=CNC3C (6-Fluoro-2,3,4,5-tetrahydro-5-methyl-2-[(5-methyl-1H-imidazol-4-yl)methyl]-1H-pyrido[4,3-b]indol-1-one methanesulphonate). Yield: 76.8%. Reaction SMILES: [F:1][C:2]1[C:10]2[N:9]([CH3:11])[C:8]3[CH2:12][CH2:13][N:14]([CH2:17][C:18]4[N:19]=[CH:20][NH:21][C:22]=4[CH3:23])[C:15](=[O:16])[C:7]=3[C:6]=2[CH:5]=[CH:4][CH:3]=1.[CH3:24][S:25]([OH:28])(=[O:27])=[O:26]>>[CH3:24][S:25]([OH:28])(=[O:27])=[O:26].[F:1][C:2]1[C:10]2[N:9]([CH3:11])[C:8]3[CH2:12][CH2:13][N:14]([CH2:17][C:18]4[N:19]=[CH:20][NH:21][C:22]=4[CH3:23])[C:15](=[O:16])[C:7]=3[C:6]=2[CH:5]=[CH:4][CH:3]=1 |f:2.3|. Reported procedure: 6-Fluoro-2,3,4,5-tetrahydro-5-methyl-2-[(5-methyl-1H-imidazol-4-yl)methyl]-1H-pyrido[4,3-b]indol-1-one (224.9 g) was suspended in IMS (1125 ml) and heated to reflux. A solution of methanesulphonic acid (69.2 g) in IMS (675 ml) was added with stirring over 15 minutes. The mixture was subsequently allowed to cool over 3 hours, then seeded and left overnight at ambient temperature before being cooled to 4° C. for 5 hours, with stirring. The mixture was filtered, the solid washed with cold IMS (2×45... Reactants: N(=O)[O-].[Na+] (sodium nitrite), C(C)OC(CCl)=O (2-chloroacetic acid ethyl ester), [Cl-].C1(=CC=C(C=C1)[N+]#N)C (p-toluene diazonium chloride), NC1=CC=C(C=C1)C (p-toluidine), Cl (hydrochloric acid), C(C)(=O)[O-].[Na+] (sodium acetate). The solvent is O (water), C(C)O (ethanol). Conditions: temperature 20 celsius, time 3 hour. Product: C(C)OC(C(=NNC1=CC=C(C=C1)C)Cl)=O (2-chloro-2-(4-methyl-phenylhydrazono)-acetic acid ethyl ester). Reaction SMILES: N([O-])=O.[Na+].NC1C=CC(C)=CC=1.Cl.[Cl-].[C:15]1([CH3:23])[CH:20]=[CH:19][C:18]([N+:21]#[N:22])=[CH:17][CH:16]=1.[CH2:24]([O:26][C:27](=[O:30])[CH2:28][Cl:29])[CH3:25].C([O-])(=O)C.[Na+]>C(O)C.O>[CH2:24]([O:26][C:27](=[O:30])[C:28]([Cl:29])=[N:22][NH:21][C:18]1[CH:19]=[CH:20][C:15]([CH3:23])=[CH:16][CH:17]=1)[CH3:25] |f:0.1,4.5,7.8|. Procedure details: A solution of 15.2 g. of sodium nitrite in 40 ml. of water is added dropwise to a solution at 0° C. of 21.4 g. of p-toluidine and 400 ml. of 7.5% hydrochloric acid. The suspension of p-toluene diazonium chloride obtained is added dropwise at 5° C. to a mixture consisting of 36.2 g. of 2-chloroacetic acid ethyl ester, 400 ml. of 50% ethanol and 164 g. of sodium acetate. The mixture then is stirred for three hours at 20° C. and extracted with ethyl acetate. The organic phase is concentrated and th... Reactants: [H-].[Na+] (sodium hydride), O1C2C(C(C1)O)OCC2O (hexahydrofuro[3,2-b]furan-3,6-diol), BrCC1=CC=CC=C1 (bromomethylbenzene). Solvent: CN(C)C=O (DMF). Run at temperature 0 celsius, time 1 hour. The product is C(C1=CC=CC=C1)OC1COC2C1OCC2O (6-(benzyloxy)hexahydrofuro[3,2-b]furan-3-ol). Yield: 50.0%. Reaction SMILES: [H-].[Na+].[O:3]1[CH2:7][CH:6]([OH:8])[CH:5]2[O:9][CH2:10][CH:11]([OH:12])[CH:4]12.Br[CH2:14][C:15]1[CH:20]=[CH:19][CH:18]=[CH:17][CH:16]=1>CN(C=O)C>[CH2:14]([O:8][CH:6]1[CH:5]2[O:9][CH2:10][CH:11]([OH:12])[CH:4]2[O:3][CH2:7]1)[C:15]1[CH:20]=[CH:19][CH:18]=[CH:17][CH:16]=1 |f:0.1|. Procedure details: To a solution of sodium hydride (3.24 g, 81.0 mmol) in anhydrous DMF (20 mL) was added hexahydrofuro[3,2-b]furan-3,6-diol (10.1 g, 69.1 mmol) at 0° C. and the mixture was stirred for 1 h at 0° C. To the mixture was added bromomethylbenzene (11.73 g, 68.58 mmol) and the resulting mixture was stirred at rt for 4.5 h, and then quenched with H2O 2O (50 mL). The separated water layer was extracted with EtOAc (250 mL×3). The combined organic layers were washed with H2O (50 mL×6), dried over Na2SO4, fi... The reactants are Clc1nc(N2CCOCC2)c2sc(CBr)cc2n1, CN(C)CCNS(C)(=O)=O, [H-], [Na+], C1CCOC1. Yields the product CN(C)CCN(Cc1cc2nc(Cl)nc(N3CCOCC3)c2s1)S(C)(=O)=O. Reaction SMILES: [Br:13][CH2:14][c:15]1[cH:16][c:17]2[n:18][c:19]([Cl:30])[n:20][c:21]([N:24]3[CH2:25][CH2:26][O:27][CH2:28][CH2:29]3)[c:22]2[s:23]1.[CH3:1][N:2]([CH2:3][CH2:4][NH:5][S:6](=[O:7])(=[O:8])[CH3:9])[CH3:10].[H-:11].[Na+:12].[O:31]1[CH2:32][CH2:33][CH2:34][CH2:35]1>>[CH3:1][N:2]([CH2:3][CH2:4][N:5]([S:6](=[O:7])(=[O:8])[CH3:9])[CH2:14][c:15]1[cH:16][c:17]2[n:18][c:19]([Cl:30])[n:20][c:21]([N:24]3[CH2:25][CH2:26][O:27][CH2:28][CH2:29]3)[c:22]2[s:23]1)[CH3:10].